From a dataset of the Open Reaction Database (ORD), a public repository of structured organic reaction records. describe an organic reaction: reactants, conditions, products, and yield Reactants: CCCCC1CN(Cc2ccc(O)cc2)C(=O)C1CN(C=O)OCc1ccccc1, CCOC(=O)N=NC(=O)OCC, C1CCOC1, c1ccc(P(c2ccccc2)c2ccccc2)cc1, OCc1ccco1. The product is CCCCC1CN(Cc2ccc(OCc3ccco3)cc2)C(=O)C1CN(C=O)OCc1ccccc1. RXN SMILES: [CH2:1]([c:2]1[cH:3][cH:4][cH:5][cH:6][cH:7]1)[O:8][N:9]([CH:10]=[O:11])[CH2:12][CH:13]1[C:14](=[O:30])[N:15]([CH2:22][c:23]2[cH:24][cH:25][c:26]([OH:29])[cH:27][cH:28]2)[CH2:16][CH:17]1[CH2:18][CH2:19][CH2:20][CH3:21].[O:57]=[C:58]([O:59][CH2:60][CH3:61])[N:62]=[N:63][C:64]([O:65][CH2:66][CH3:67])=[O:68].[O:69]1[CH2:70][CH2:71][CH2:72][CH2:73]1.[c:38]1([P:39]([c:40]2[cH:41][cH:42][cH:43][cH:44][cH:45]2)[c:46]2[cH:47][cH:48][cH:49][cH:50][cH:51]2)[cH:52][cH:53][cH:54][cH:55][cH:56]1.[o:31]1[c:32]([CH2:36][OH:37])[cH:33][cH:34][cH:35]1>>[CH2:1]([c:2]1[cH:3][cH:4][cH:5][cH:6][cH:7]1)[O:8][N:9]([CH:10]=[O:11])[CH2:12][CH:13]1[C:14](=[O:30])[N:15]([CH2:22][c:23]2[cH:24][cH:25][c:26]([O:29][CH2:36][c:32]3[o:31][cH:35][cH:34][cH:33]3)[cH:27][cH:28]2)[CH2:16][CH:17]1[CH2:18][CH2:19][CH2:20][CH3:21]. The reactants are ClCCl, C[Si](C)(C)C(C(N)=O)[Si](C)(C)C, Cl, Cl, O=C1C(=O)N(CCCN2CCNCC2)c2ccccc21, O=C(Cl)N(c1ccccc1)c1ccccc1. Yields the product O=C1C(=O)N(CCCN2CCN(C(=O)N(c3ccccc3)c3ccccc3)CC2)c2ccccc21. Reaction SMILES: [CH2:51]([Cl:52])[Cl:53].[CH3:23][Si:24]([CH:25]([Si:26]([CH3:27])([CH3:28])[CH3:29])[C:30]([NH2:31])=[O:32])([CH3:33])[CH3:34].[ClH:1].[ClH:2].[N:3]1([CH2:9][CH2:10][CH2:11][N:12]2[C:13](=[O:14])[C:15](=[O:16])[c:17]3[cH:18][cH:19][cH:20][cH:21][c:22]32)[CH2:4][CH2:5][NH:6][CH2:7][CH2:8]1.[c:35]1([N:41]([C:42](=[O:43])[Cl:44])[c:45]2[cH:46][cH:47][cH:48][cH:49][cH:50]2)[cH:36][cH:37][cH:38][cH:39][cH:40]1>>[N:3]1([CH2:9][CH2:10][CH2:11][N:12]2[C:13](=[O:14])[C:15](=[O:16])[c:17]3[cH:18][cH:19][cH:20][cH:21][c:22]32)[CH2:4][CH2:5][N:6]([C:42]([N:41]([c:35]2[cH:36][cH:37][cH:38][cH:39][cH:40]2)[c:45]2[cH:46][cH:47][cH:48][cH:49][cH:50]2)=[O:43])[CH2:7][CH2:8]1. Reactants: C1(CCCCCC1)COC=1C=C(C=CC1)CCCNC(C(F)(F)F)=O (N-(3-(3-(cycloheptylmethoxy)phenyl)propyl)-2,2,2-trifluoroacetamide), CO (MeOH). The solvent is O (water), hexanes. Yields the product C1(CCCCCC1)COC=1C=C(C=CC1)CCCN (3-(3-(cycloheptylmethoxy)phenyl)propan-1-amine). RXN SMILES: [CH:1]1([CH2:8][O:9][C:10]2[CH:11]=[C:12]([CH2:16][CH2:17][CH2:18][NH:19]C(=O)C(F)(F)F)[CH:13]=[CH:14][CH:15]=2)[CH2:7][CH2:6][CH2:5][CH2:4][CH2:3][CH2:2]1.CO>O>[CH:1]1([CH2:8][O:9][C:10]2[CH:11]=[C:12]([CH2:16][CH2:17][CH2:18][NH2:19])[CH:13]=[CH:14][CH:15]=2)[CH2:2][CH2:3][CH2:4][CH2:5][CH2:6][CH2:7]1. Procedure: N-(3-(3-(cycloheptylmethoxy)phenyl)propyl)-2,2,2-trifluoroacetamide was deprotected following the method used in Example 10 except that the MeOH:water mixture was 4:1. After the extractive work up, the residue was dissolved in hexanes, filtered through Celite and concentrated under reduced pressure. Example 14 was isolated in pure form without further manipulation. 1H NMR (400 MHz, CDCl3) δ 7.17 (t, J=7.6 Hz, 1H), 6.70-6.76 (m, 3H), 3.71 (d, J=6.8 Hz, 2H), 2.74 (t, J=7.2 Hz, 2H), 2.62 (t, J=8 Hz... Starting materials: BrC1=C(C=C(C=C1)F)C(F)(F)F (2-bromo-5-fluorobenzotrifluoride), C([O-])([O-])=O.[Na+].[Na+] (sodium carbonate), C(C)C=1C(=NN(C1C)C1=CC(=CC=C1)Br)C(=O)N (ethyl 1-(3-bromophenyl)-5-methyl-1H-pyrazole-3-carboxamide), bis(pinacoloato)diboron, C(C)(=O)[O-].[K+] (potassium acetate). Reagents/catalysts: C1=CC=C(C=C1)P([C-]2C=CC=C2)C3=CC=CC=C3.C1=CC=C(C=C1)P([C-]2C=CC=C2)C3=CC=CC=C3.Cl[Pd]Cl.[Fe+2] (PdCl2(dppf)2), C1=CC=C(C=C1)P([C-]2C=CC=C2)C3=CC=CC=C3.C1=CC=C(C=C1)P([C-]2C=CC=C2)C3=CC=CC=C3.Cl[Pd]Cl.[Fe+2] (PdCl2(dppf)2). The solvent is CS(=O)C (DMSO). Run at time 1200 second. Yields the product FC1=CC(=C(C=C1)C1=CC(=CC=C1)N1N=C(C=C1C)C(=O)N)C(F)(F)F (1-[4′-Fluoro-2′-(trifluoromethyl)-1,1′-biphenyl-3-yl]-5-methyl-1H-pyrazole-3-carboxamide). Yield: 0.0%. As a reaction SMILES: C([C:3]1[C:4]([C:16]([NH2:18])=[O:17])=[N:5][N:6]([C:9]2[CH:14]=[CH:13][CH:12]=[C:11](Br)[CH:10]=2)[C:7]=1[CH3:8])C.C([O-])(=O)C.[K+].Br[C:25]1[CH:30]=[CH:29][C:28]([F:31])=[CH:27][C:26]=1[C:32]([F:35])([F:34])[F:33].C(=O)([O-])[O-].[Na+].[Na+]>CS(C)=O.C1C=CC(P(C2C=CC=CC=2)[C-]2C=CC=C2)=CC=1.C1C=CC(P(C2C=CC=CC=2)[C-]2C=CC=C2)=CC=1.Cl[Pd]Cl.[Fe+2]>[F:31][C:28]1[CH:29]=[CH:30][C:25]([C:11]2[CH:12]=[CH:13][CH:14]=[C:9]([N:6]3[C:7]([CH3:8])=[CH:3][C:4]([C:16]([NH2:18])=[O:17])=[N:5]3)[CH:10]=2)=[C:26]([C:32]([F:33])([F:34])[F:35])[CH:27]=1 |f:1.2,4.5.6,8.9.10.11|. Procedure details: To a solution of ethyl 1-(3-bromophenyl)-5-methyl-1H-pyrazole-3-carboxamide (from step 2 of EXAMPLE 1) (0.069 g, 0.24 mmol) in DMSO (1.14 mL), bis(pinacoloato)diboron (0.075 g, 0.3 mmol) was added followed by potassium acetate (0.072 g, 0.74 mmol) and PdCl2(dppf)2 (0.005 g, 3 mol %). The solution was heated in a Smith Creator™ microwave reactor (commercially available from Personal Chemistry, Inc.) at 140° C. for 1200 seconds. The reaction mixture was cooled to room temperature, and 2-bromo-5-fl... The reactants are [OH-].[Na+] (sodium hydroxide), C(C1=CC=CC=C1)(=O)Cl (benzoyl chloride), COC=1C=C(C=CC1N1C=NC(=C1)C)/C=C/C1=NN2C(C(CCC2)C2CCNCC2)=N1 (racemic 2-{(E)-2-[3-methoxy-4-(4-methyl-1H-imidazol-1-yl)phenyl]vinyl}-8-(piperidin-4-yl)-5,6,7,8-tetrahydro[1,2,4]triazolo[1,5-a]pyridine), 119. Solvent: C(Cl)Cl (methylene chloride), C(Cl)Cl (Methylene chloride). The product is COC=1C=C(C=CC1N1C=NC(=C1)C)/C=C/C1=NN2C(C(CCC2)C2CCN(CC2)C2(CC=CC=C2)C=O)=N1 (racemic 1-[4-(2-{(E)-2-[3-methoxy-4-(4-methyl-1H-imidazol-1-yl)phenyl]vinyl}-5,6,7,8-tetrahydro[1,2,4]triazolo[1,5-a]pyridin-8-yl)piperidin-1-yl]phenylmethanone). As a reaction SMILES: [OH-].[Na+].[C:3](Cl)(=[O:10])[C:4]1[CH:9]=[CH:8][CH:7]=[CH:6][CH:5]=1.[CH3:12][O:13][C:14]1[CH:15]=[C:16](/[CH:26]=[CH:27]/[C:28]2[N:42]=[C:31]3[CH:32]([CH:36]4[CH2:41][CH2:40][NH:39][CH2:38][CH2:37]4)[CH2:33][CH2:34][CH2:35][N:30]3[N:29]=2)[CH:17]=[CH:18][C:19]=1[N:20]1[CH:24]=[C:23]([CH3:25])[N:22]=[CH:21]1>C(Cl)Cl>[CH3:12][O:13][C:14]1[CH:15]=[C:16](/[CH:26]=[CH:27]/[C:28]2[N:42]=[C:31]3[CH:32]([CH:36]4[CH2:37][CH2:38][N:39]([C:4]5([CH:3]=[O:10])[CH:9]=[CH:8][CH:7]=[CH:6][CH2:5]5)[CH2:40][CH2:41]4)[CH2:33][CH2:34][CH2:35][N:30]3[N:29]=2)[CH:17]=[CH:18][C:19]=1[N:20]1[CH:24]=[C:23]([CH3:25])[N:22]=[CH:21]1 |f:0.1|. Procedure: A 1 N sodium hydroxide solution (0.5 ml) and benzoyl chloride (11 ul) were added to a solution of racemic 2-{(E)-2-[3-methoxy-4-(4-methyl-1H-imidazol-1-yl)phenyl]vinyl}-8-(piperidin-4-yl)-5,6,7,8-tetrahydro[1,2,4]triazolo[1,5-a]pyridine obtained in Examples 118 and 119 (20 mg) in methylene chloride (1 ml), and the reaction solution was stirred under ice-cooling for four hours. Methylene chloride was added to the reaction solution, and the organic layer was separated. The aqueous layer was reextr... The reactants are C[O-], CO, COc1ccc(-n2cnc3c(Cl)nc4ccccc4c32)cc1, [Na+], O. The product is COc1ccc(-n2cnc3c(OC)nc4ccccc4c32)cc1. Reaction SMILES: [CH3:23][O-:24].[CH3:26][OH:27].[Cl:1][c:2]1[n:3][c:4]2[cH:5][cH:6][cH:7][cH:8][c:9]2[c:10]2[c:11]1[n:12][cH:13][n:14]2-[c:15]1[cH:16][cH:17][c:18]([O:21][CH3:22])[cH:19][cH:20]1.[Na+:25].[OH2:28]>>[c:2]1([O:24][CH3:23])[n:3][c:4]2[cH:5][cH:6][cH:7][cH:8][c:9]2[c:10]2[c:11]1[n:12][cH:13][n:14]2-[c:15]1[cH:16][cH:17][c:18]([O:21][CH3:22])[cH:19][cH:20]1.